This data is from the Open Reaction Database (ORD), a public repository of structured organic reaction records. The task is: describe an organic reaction: reactants, conditions, products, and yield Starting materials: C12(CC3CC(CC(C1)C3)C2)C=2C=C(C=CC2OCC2=CC=CC=C2)C2=C(C=C(/C=C/C(=O)OCC)C=C2)C (ethyl (E)-4-[3-(1-adamantyl)-4-benzyloxyphenyl]-3-methylcinnamate), B(Br)(Br)Br (BBr3), CCOC(=O)C.CCCCCC (EtOAc hexane). The solvent is C(Cl)Cl (CH2Cl2), C(Cl)Cl (CH2Cl2). Reaction conditions: time 2 hour. The product is C12(CC3CC(CC(C1)C3)C2)C=2C=C(C=CC2O)C2=C(C=C(/C=C/C(=O)OCC)C=C2)C (Ethyl (E)-4-[3-(1-adamantyl)-4-hydroxyphenyl]-3-methylcinnamate). RXN SMILES: [C:1]12([C:11]3[CH:12]=[C:13]([C:25]4[CH:37]=[CH:36][C:28](/[CH:29]=[CH:30]/[C:31]([O:33][CH2:34][CH3:35])=[O:32])=[CH:27][C:26]=4[CH3:38])[CH:14]=[CH:15][C:16]=3[O:17]CC3C=CC=CC=3)[CH2:10][CH:5]3[CH2:6][CH:7]([CH2:9][CH:3]([CH2:4]3)[CH2:2]1)[CH2:8]2.B(Br)(Br)Br.CCOC(C)=O.CCCCCC>C(Cl)Cl>[C:1]12([C:11]3[CH:12]=[C:13]([C:25]4[CH:37]=[CH:36][C:28](/[CH:29]=[CH:30]/[C:31]([O:33][CH2:34][CH3:35])=[O:32])=[CH:27][C:26]=4[CH3:38])[CH:14]=[CH:15][C:16]=3[OH:17])[CH2:8][CH:7]3[CH2:9][CH:3]([CH2:4][CH:5]([CH2:6]3)[CH2:10]1)[CH2:2]2 |f:2.3|. Procedure: A mixture of 1.44 g (2.84 mmol) of ethyl (E)-4-[3-(1-adamantyl)-4-benzyloxyphenyl]-3-methylcinnamate was stirred in 10 ml of CH2Cl2 at −78° C. under Ar while 8.0 ml of 1.0 M BBr3 in CH2Cl2 was added slowly over a period of 0.5 hour. The reaction mixture was stirred for 2 hours more, at which time the reaction was complete. The mixture was extracted with EtOAc, washed with brine and water, dried (MgSO4), filtered, and concentrated. Flash column chromatography (20% EtOAc/hexane) yielded a pale-yel... The reactants are CC(=CCCC(=O)OCC(O)CO)CCCC(CCCC(C)C)C.O (mono-O-(5,9,13-trimethyltetradec-4-enoyl)glycerol water), ( 4 ), ( 3 ), CC(=CCCCO[C@@H](CO)[C@H](O)CO)CCCC(CCCC(CCCC(C)C)C)C (2-O-(5,9,13,17-tetramethyloctadec-4-enyl)erythritol), ( 3 ). The product is CC(=CCCC(=O)OCC(O)CO)CCCC(CCCC(C)C)C (mono-O-(5,9,13-trimethyltetradec-4-enoyl)glycerol). Reaction SMILES: [CH3:1][C:2]([CH2:14][CH2:15][CH2:16][CH:17]([CH3:24])[CH2:18][CH2:19][CH2:20][CH:21]([CH3:23])[CH3:22])=[CH:3][CH2:4][CH2:5][C:6]([O:8][CH2:9][CH:10]([CH2:12][OH:13])[OH:11])=[O:7].O.CC(CCCC(C)CCCC(C)CCCC(C)C)=CCCCO[C@H]([C@@H](CO)O)CO>>[CH3:1][C:2]([CH2:14][CH2:15][CH2:16][CH:17]([CH3:24])[CH2:18][CH2:19][CH2:20][CH:21]([CH3:23])[CH3:22])=[CH:3][CH2:4][CH2:5][C:6]([O:8][CH2:9][CH:10]([CH2:12][OH:13])[OH:11])=[O:7] |f:0.1|. Procedure details: Mono-O-(5,9,13-trimethyltetradec-4-enoyl)glycerol synthesized in Example 92 and water were homogeneously mixed in accordance with the same procedure as in Example 13 to obtain a sample of mono-O-(5,9,13-trimethyltetradec-4-enoyl)glycerol/water system. SAXS analysis of the sample of mono-O-(5,9,13-trimethyltetradec-4-enoyl)glycerol/water system was performed in the same manner as in Example 13. As a result, scattering peaks were observed. The peak value ratio exhibited the following ratio peculia... Starting materials: COC(=O)C1C=CCN2C(=O)C(CCO)(Cc3ccccc3)C(=O)N12, CS(=O)(=O)Cl. Product: COC(=O)C1C=CCN2C(=O)C(CCOS(C)(=O)=O)(Cc3ccccc3)C(=O)N12. As a reaction SMILES: [CH2:1]([c:2]1[cH:3][cH:4][cH:5][cH:6][cH:7]1)[C:8]1([CH2:23][CH2:24][OH:25])[C:9](=[O:22])[N:10]2[N:11]([CH2:12][CH:13]=[CH:14][CH:15]2[C:16](=[O:17])[O:18][CH3:19])[C:20]1=[O:21].[CH3:26][S:27]([Cl:28])(=[O:29])=[O:30]>>[CH2:1]([c:2]1[cH:3][cH:4][cH:5][cH:6][cH:7]1)[C:8]1([CH2:23][CH2:24][O:25][S:27]([CH3:26])(=[O:29])=[O:30])[C:9](=[O:22])[N:10]2[N:11]([CH2:12][CH:13]=[CH:14][CH:15]2[C:16](=[O:17])[O:18][CH3:19])[C:20]1=[O:21]. Reactants: CI (MeI), CC(C)(C)OC(=O)N1CCN(CC1)c2ccc(NC(=O)c3oc(cc3)c4ccc(Cl)cc4)cc2 (p-Cl Core). The reagents and catalysts are O=S(=O)(O)O (H2SO4), CCN=P(N=P(N(C)C)(N(C)C)N(C)C)(N(C)C)N(C)C (P2-Et). Solvent: COCCOCCOC (diglyme), CN(C)C=O (DMF), CN(C)C=O (DMF), CN(C)C=O (DMF). Run at temperature 23 celsius, time 20 hour. Product: CN(C(=O)c1oc(cc1)c2ccc(Cl)cc2)c3ccc(cc3)N4CCNCC4 (MK2_Alk_01), CC(C)(C)OC(=O)N1CCN(CC1)c2ccc(NC(=O)c3oc(cc3)c4ccc(Cl)cc4)cc2 (p-Cl Core), CC(C)(C)OC(=O)N1CCN(CC1)c2ccc(NC(=O)c3oc(cc3)c4ccc(Cl)cc4)cc2 (MK2_Core_Cl). Isolated yield 51.0%. Reactants: CCO, Cl, [Mg+2], NO, [OH-], [OH-], O, O=C(O)C(=O)c1cnsc1. Product: O=C(O)C(=NO)c1cnsc1. Reaction SMILES: [CH3:17][CH2:18][OH:19].[ClH:14].[Mg+2:12].[NH2:15][OH:16].[OH-:11].[OH-:13].[OH2:20].[s:1]1[n:2][cH:3][c:4]([C:6]([C:7](=[O:8])[OH:9])=[O:10])[cH:5]1>>[s:1]1[n:2][cH:3][c:4]([C:6]([C:7](=[O:8])[OH:9])=[N:15][OH:11])[cH:5]1. The reactants are Brc1ccc2[nH]ccc2c1, COC(C)(C)C, C1CCOC1, C[Mg]Cl, O=C(Cl)C1CCCN1C(=O)OCc1ccccc1, O=C(O)CC(O)(CC(=O)O)C(=O)O. The product is O=C(c1c[nH]c2ccc(Br)cc12)C1CCCN1C(=O)OCc1ccccc1. As a reaction SMILES: [Br:4][c:5]1[cH:6][c:7]2[cH:8][cH:9][nH:10][c:11]2[cH:12][cH:13]1.[C:50]([O:51][CH3:52])([CH3:53])([CH3:54])[CH3:55].[CH2:45]1[O:46][CH2:47][CH2:48][CH2:49]1.[CH3:1][Mg:2][Cl:3].[Cl:14][C:15](=[O:16])[CH:17]1[N:18]([C:22](=[O:23])[O:24][CH2:25][c:26]2[cH:27][cH:28][cH:29][cH:30][cH:31]2)[CH2:19][CH2:20][CH2:21]1.[OH:32][C:33]([CH2:34][C:35]([C:36](=[O:37])[OH:38])([CH2:39][C:40](=[O:41])[OH:42])[OH:43])=[O:44]>>[Br:4][c:5]1[cH:6][c:7]2[c:8]([C:15](=[O:16])[CH:17]3[N:18]([C:22](=[O:23])[O:24][CH2:25][c:26]4[cH:27][cH:28][cH:29][cH:30][cH:31]4)[CH2:19][CH2:20][CH2:21]3)[cH:9][nH:10][c:11]2[cH:12][cH:13]1.